This data is from the Open Reaction Database (ORD), a public repository of structured organic reaction records. The task is: describe an organic reaction: reactants, conditions, products, and yield The reactants are C(C)(=O)[O-].[Li+] (lithium acetate), ClC1=C(C(=CC=C1)C#CC(=O)OCC)C1(CCOCC1)C(=O)OCC (ethyl 4-(2-chloro-6-(3-ethoxy-3-oxoprop-1-ynyl)phenyl)-tetrahydro-2H-pyran-4-carboxylate). The reagents and catalysts are C(C)(=O)[O-].[Pd+2].C(C)(=O)[O-] (palladium(II) acetate). Run in C(=O)(C(F)(F)F)O (TFA), CCOC(=O)C (EtOAc). Reaction conditions: time 2 hour. Product: ClC1=C(C(=CC=C1)/C(=C/C(=O)OCC)/O)C1(CCOCC1)C(=O)OCC ((Z)-ethyl 4-(2-chloro-6-(3-ethoxy-1-hydroxy-3-oxoprop-1-enyl)phenyl)-tetrahydro-2H-pyran-4-carboxylate). The yield is 31.0%. As a reaction SMILES: C([O-])(=[O:3])C.[Li+].[Cl:6][C:7]1[CH:12]=[CH:11][CH:10]=[C:9]([C:13]#[C:14][C:15]([O:17][CH2:18][CH3:19])=[O:16])[C:8]=1[C:20]1([C:26]([O:28][CH2:29][CH3:30])=[O:27])[CH2:25][CH2:24][O:23][CH2:22][CH2:21]1>C(O)(C(F)(F)F)=O.CCOC(C)=O.C([O-])(=O)C.[Pd+2].C([O-])(=O)C>[Cl:6][C:7]1[CH:12]=[CH:11][CH:10]=[C:9](/[C:13](/[OH:3])=[CH:14]/[C:15]([O:17][CH2:18][CH3:19])=[O:16])[C:8]=1[C:20]1([C:26]([O:28][CH2:29][CH3:30])=[O:27])[CH2:25][CH2:24][O:23][CH2:22][CH2:21]1 |f:0.1,5.6.7|. Procedure details: A mixture of lithium acetate (0.21 g, 3.2 mmol) in 5 mL TFA at room temperature was treated with ethyl 4-(2-chloro-6-(3-ethoxy-3-oxoprop-1-ynyl)phenyl)-tetrahydro-2H-pyran-4-carboxylate (1.18 g, 3.2 mmol), and palladium(II) acetate (0.036 g, 0.16 mmol). The reaction was stirred at room temperature for 2 hours. The residue was diluted with 100 mL EtOAc, washed with water (3×20 mL), saturated NaCl (20 mL), dried over anhydrous sodium sulfate, and concentrated. The concentrate was purified by colum... The reactants are C1CCOC1, COC(=O)CCc1ccc(OC(C)c2oc(-c3ccc(OC(F)(F)F)cc3)nc2C(C)C)cc1C, CO, Cl, [Na+], [OH-]. Yields the product Cc1cc(OC(C)c2oc(-c3ccc(OC(F)(F)F)cc3)nc2C(C)C)ccc1CCC(=O)O. Reaction SMILES: [CH2:41]1[O:42][CH2:43][CH2:44][CH2:45]1.[CH3:1][O:2][C:3]([CH2:4][CH2:5][c:6]1[c:7]([CH3:34])[cH:8][c:9]([O:12][CH:13]([CH3:14])[c:15]2[c:16]([CH:31]([CH3:32])[CH3:33])[n:17][c:18](-[c:20]3[cH:21][cH:22][c:23]([O:26][C:27]([F:28])([F:29])[F:30])[cH:24][cH:25]3)[o:19]2)[cH:10][cH:11]1)=[O:35].[CH3:39][OH:40].[ClH:38].[Na+:37].[OH-:36]>>[O:2]=[C:3]([CH2:4][CH2:5][c:6]1[c:7]([CH3:34])[cH:8][c:9]([O:12][CH:13]([CH3:14])[c:15]2[c:16]([CH:31]([CH3:32])[CH3:33])[n:17][c:18](-[c:20]3[cH:21][cH:22][c:23]([O:26][C:27]([F:28])([F:29])[F:30])[cH:24][cH:25]3)[o:19]2)[cH:10][cH:11]1)[OH:35]. Reactants: O.[OH-].[Li+] (lithium hydroxide monohydrate), C1(CCCCC1)CCC[C@H](CC(=O)NO)C1=NC(=NO1)C(=O)N(CC(=O)OC)C (methyl 2-[[(5-{(1R)-4-cyclohexyl-1-[2-(hydroxyamino)-2-oxoethyl]butyl}-1,2,4-oxadiazol-3-yl)carbonyl](methyl)amino]acetate), Cl (hydrochloric acid). Solvent: O (water), O1CCOCC1 (1,4-dioxane). Conditions: time 1 hour. The product is C1(CCCCC1)CCC[C@H](CC(=O)NO)C1=NC(=NO1)C(=O)N(CC(=O)O)C (2-[[(5-{(1R)-4-Cyclohexyl-1-[2-(hydroxyamino)-2-oxoethyl]butyl}-1,2,4-oxadiazol-3-yl)carbonyl](methyl)amino]acetic Acid). Isolated yield 54.5%. As a reaction SMILES: [CH:1]1([CH2:7][CH2:8][CH2:9][C@@H:10]([C:16]2[O:20][N:19]=[C:18]([C:21]([N:23]([CH3:29])[CH2:24][C:25]([O:27]C)=[O:26])=[O:22])[N:17]=2)[CH2:11][C:12]([NH:14][OH:15])=[O:13])[CH2:6][CH2:5][CH2:4][CH2:3][CH2:2]1.O.[OH-].[Li+].Cl>O1CCOCC1.O>[CH:1]1([CH2:7][CH2:8][CH2:9][C@@H:10]([C:16]2[O:20][N:19]=[C:18]([C:21]([N:23]([CH3:29])[CH2:24][C:25]([OH:27])=[O:26])=[O:22])[N:17]=2)[CH2:11][C:12]([NH:14][OH:15])=[O:13])[CH2:6][CH2:5][CH2:4][CH2:3][CH2:2]1 |f:1.2.3|. Reported procedure: A solution of methyl 2-[[(5-{(1R)-4-cyclohexyl-1-[2-(hydroxyamino)-2-oxoethyl]butyl}-1,2,4-oxadiazol-3-yl)carbonyl](methyl)amino]acetate (Preparation 40) (180 mg, 0.44 mmol) in 1,4-dioxane (4 ml) was cooled to 0° C. and treated with lithium hydroxide monohydrate (42 mg, 1 mmol). The mixture was stirred for 1 hour being allowed to warm to room temperature over this time. The mixture was then treated with hydrochloric acid (2M), diluted with water and extracted with ethyl acetate (×2). The combine... Starting materials: O=C1C=CC(=CN1)C1=CC=C(CCNC(OC(C)(C)C)=O)C=C1 (tert-butyl 4-(6-oxo-1,6-dihydropyridin-3-yl)phenethylcarbamate), Cl (hydrochloric acid). The product is Cl.NCCC1=CC=C(C=C1)C=1C=CC(NC1)=O (5-(4-(2-aminoethyl)phenyl)pyridin-2(1H)-one hydrochloride). The yield is 100.0%. RXN SMILES: [O:1]=[C:2]1[NH:7][CH:6]=[C:5]([C:8]2[CH:23]=[CH:22][C:11]([CH2:12][CH2:13][NH:14]C(=O)OC(C)(C)C)=[CH:10][CH:9]=2)[CH:4]=[CH:3]1.[ClH:24]>>[ClH:24].[NH2:14][CH2:13][CH2:12][C:11]1[CH:10]=[CH:9][C:8]([C:5]2[CH:4]=[CH:3][C:2](=[O:1])[NH:7][CH:6]=2)=[CH:23][CH:22]=1 |f:2.3|. Reported procedure: To tert-butyl 4-(6-oxo-1,6-dihydropyridin-3-yl)phenethylcarbamate (10.25 g, 31.0 mmol) was added aqueous hydrochloric acid (6M, 220 mL) and the reaction mixture stirred at reflux overnight. The reaction was cooled to room temperature and the precipitate was filtered, washed with water (5 mL) and dried under reduced pressure (50° C.). The acidic solution was concentrated under reduced pressure and the resultant solid combined with the filtered solid to give 5-(4-(2-aminoethyl)phenyl)pyridin-2(1H)... The reactants are CC(C)C[AlH]CC(C)C, ClCCl, O=C1COCc2ccc(-c3ccccc3)nc21. Product: OC1=COCc2ccc(-c3ccccc3)nc21. As a reaction SMILES: [CH3:18][CH:19]([CH2:20][AlH:21][CH2:22][CH:23]([CH3:24])[CH3:25])[CH3:26].[Cl:27][CH2:28][Cl:29].[c:1]1(-[c:7]2[cH:8][cH:9][c:10]3[c:11]([n:12]2)[C:13](=[O:17])[CH2:14][O:15][CH2:16]3)[cH:2][cH:3][cH:4][cH:5][cH:6]1>>[c:1]1(-[c:7]2[cH:8][cH:9][c:10]3[c:11]([n:12]2)[C:13]([OH:17])=[CH:14][O:15][CH2:16]3)[cH:2][cH:3][cH:4][cH:5][cH:6]1.